The task is: describe an organic reaction: reactants, conditions, products, and yield. This data is from the Open Reaction Database (ORD), a public repository of structured organic reaction records. The reactants are CCO, CCOC=O, N#C[Na], OCc1ccc(O)cc1. The product is N#CCc1ccc(O)cc1. Reaction SMILES: [CH3:18][CH2:19][OH:20].[CH:13]([O:14][CH2:15][CH3:16])=[O:17].[Na:10][C:11]#[N:12].[OH:1][c:2]1[cH:3][cH:4][c:5]([CH2:6][OH:7])[cH:8][cH:9]1>>[OH:1][c:2]1[cH:3][cH:4][c:5]([CH2:6][C:11]#[N:12])[cH:8][cH:9]1. Starting materials: COc1cc(CCCBr)cc(OC)c1OC, Cc1ccccc1, c1ccc(P(c2ccccc2)c2ccccc2)cc1. Product: [Br-], COc1cc(CCC[P+](c2ccccc2)(c2ccccc2)c2ccccc2)cc(OC)c1OC. RXN SMILES: [Br:1][CH2:2][CH2:3][CH2:4][c:5]1[cH:6][c:7]([O:15][CH3:16])[c:8]([O:13][CH3:14])[c:9]([O:11][CH3:12])[cH:10]1.[CH3:36][c:37]1[cH:38][cH:39][cH:40][cH:41][cH:42]1.[c:17]1([P:23]([c:24]2[cH:25][cH:26][cH:27][cH:28][cH:29]2)[c:30]2[cH:31][cH:32][cH:33][cH:34][cH:35]2)[cH:18][cH:19][cH:20][cH:21][cH:22]1>>[Br-:1].[CH2:2]([CH2:3][CH2:4][c:5]1[cH:6][c:7]([O:15][CH3:16])[c:8]([O:13][CH3:14])[c:9]([O:11][CH3:12])[cH:10]1)[P+:23]([c:17]1[cH:18][cH:19][cH:20][cH:21][cH:22]1)([c:24]1[cH:25][cH:26][cH:27][cH:28][cH:29]1)[c:30]1[cH:31][cH:32][cH:33][cH:34][cH:35]1. Reactants: methoxy, BrCCCCCCBr (1,6-dibromohexane), BrC1=CC=C(C=C1)C=1C2=C(SC1)C=C(C=C2)OC (3-(4-bromo-phenyl)-6-methoxy-benzo[b]thiophene), C(C=C)NC (N-allyl-methyl-amine). Product: BrC1=CC=C(C=C1)C=1C2=C(SC1)C=C(C=C2)O (3-(4-bromo-phenyl)-benzo[b]thiophen-6-ol), BrCCCCCCOC=1C=CC2=C(SC=C2C2=CC=C(C=C2)Br)C1 (6-(6-bromo-hexyloxy)-3-(4-bromo-phenyl)-benzo[b]thiophene), C(C=C)N(C)CCCCCCOC=1C=CC2=C(SC=C2C2=CC=C(C=C2)Br)C1 (allyl-[6-[3-(4-bromo-phenyl)-benzo[b]thiophen-6-yloxy]-hexyl]methyl-amine). RXN SMILES: [Br:1][C:2]1[CH:7]=[CH:6][C:5]([C:8]2[C:9]3[CH:16]=[CH:15][C:14]([O:17][CH3:18])=[CH:13][C:10]=3[S:11][CH:12]=2)=[CH:4][CH:3]=1.[Br:19][CH2:20][CH2:21][CH2:22][CH2:23][CH2:24][CH2:25]Br.[CH2:27]([NH:30][CH3:31])[CH:28]=[CH2:29]>>[Br:1][C:2]1[CH:7]=[CH:6][C:5]([C:8]2[C:9]3[CH:16]=[CH:15][C:14]([OH:17])=[CH:13][C:10]=3[S:11][CH:12]=2)=[CH:4][CH:3]=1.[Br:19][CH2:20][CH2:21][CH2:22][CH2:23][CH2:24][CH2:18][O:17][C:14]1[CH:15]=[CH:16][C:9]2[C:8]([C:5]3[CH:6]=[CH:7][C:2]([Br:1])=[CH:3][CH:4]=3)=[CH:12][S:11][C:10]=2[CH:13]=1.[CH2:27]([N:30]([CH2:25][CH2:24][CH2:23][CH2:22][CH2:21][CH2:18][O:17][C:14]1[CH:15]=[CH:16][C:9]2[C:8]([C:5]3[CH:6]=[CH:7][C:2]([Br:1])=[CH:3][CH:4]=3)=[CH:12][S:11][C:10]=2[CH:13]=1)[CH3:31])[CH:28]=[CH2:29]. Reported procedure: From 3-(4-bromo-phenyl)-6-methoxy-benzo[b]thiophene, after cleavage of the methoxy protecting group (analogously to Ex. Ab), reaction with 1,6-dibromohexane (analogously to Ex. Ac) and N-allyl-methyl-amine and salt formation (analogously to Ex. Ad), via 3-(4-bromo-phenyl)-benzo[b]thiophen-6-ol and via 6-(6-bromo-hexyloxy)-3-(4-bromo-phenyl)-benzo[b]thiophene there is obtained allyl-[6-[3-(4-bromo-phenyl)-benzo[b]thiophen-6-yloxy]-hexyl]methyl-amine.fumarate (1:1), MS: m/e 457 (M+H30 , Br).